This data is from the Open Reaction Database (ORD), a public repository of structured organic reaction records. The task is: describe an organic reaction: reactants, conditions, products, and yield Reactants: C(CCC)C=1NC2=CC=C(C=C2C(N1)=O)CCBr (2-butyl-6-(bromethyl)-4(1H)-quinazolinone), C([O-])([O-])=O.[K+].[K+] (potassium carbonate). The solvent is CS(=O)C (dimethylsulfoxide), O (water). Yields the product C(CCC)C=1NC2=CC=C(C=C2C(N1)=O)CO (2-Butyl-6-(hydroxymethyl)-4(1H)-quinazolinone). Isolated yield 44.6%. Reaction SMILES: [CH2:1]([C:5]1[NH:6][C:7]2[C:12]([C:13](=[O:15])[N:14]=1)=[CH:11][C:10]([CH2:16]CBr)=[CH:9][CH:8]=2)[CH2:2][CH2:3][CH3:4].C(=O)([O-])[O-:20].[K+].[K+]>CS(C)=O.O>[CH2:1]([C:5]1[NH:6][C:7]2[C:12]([C:13](=[O:15])[N:14]=1)=[CH:11][C:10]([CH2:16][OH:20])=[CH:9][CH:8]=2)[CH2:2][CH2:3][CH3:4] |f:1.2.3|. Procedure details: To a suspension of 2.0 g of impure 2-butyl-6-(bromethyl)-4(1H)-quinazolinone (from Example 3) in 35 ml of dimethylsulfoxide and 20 ml of water is added 1.0 g of potassium carbonate. The reaction mixture is heated at reflux for 6 hours, resulting in a complete solution. Upon cooling slowly to room temperature a white precipitate forms and is collected by filtration. The filter cake is purified by flash chromatography on silica gel, eluting with 9:1 chloroform-methanol to give 0.67 g of the desire... Reactants: C(C)C1=C(C(=O)C2=C(C3=C(S2)C=CC=C3)O)C=CC=C1 (2-(ethyl-benzoyl)benzo[b]-thiophen-3-ol), P(Cl)(Cl)(Cl)(Cl)Cl (phosphorus(V) chloride), N (ammonia), ethyl acetate petroleum ether. The product is N\C(=C\1/C(C2=C(S1)C=CC=C2)=O)\C2=C(C=CC=C2)CC ((E)-2-[(Amino)-(2-ethylphenyl)methylene]-benzo[b]thiophen-3(2H)-one). Yield: 46.0%. As a reaction SMILES: [CH2:1]([C:3]1[CH:20]=[CH:19][CH:18]=[CH:17][C:4]=1[C:5]([C:7]1[S:11][C:10]2[CH:12]=[CH:13][CH:14]=[CH:15][C:9]=2[C:8]=1[OH:16])=O)[CH3:2].P(Cl)(Cl)(Cl)(Cl)Cl.[NH3:27]>>[NH2:27]/[C:5](/[C:4]1[CH:17]=[CH:18][CH:19]=[CH:20][C:3]=1[CH2:1][CH3:2])=[C:7]1\[C:8](=[O:16])[C:9]2[CH:15]=[CH:14][CH:13]=[CH:12][C:10]=2[S:11]\1. Procedure: Prepared as in Example 1 from 2-(ethyl-benzoyl)benzo[b]-thiophen-3-ol, phosphorus(V) chloride and concentrated ammonia with a yield of 46% of theory. M.p. 132°-133° C. (ethyl acetate/petroleum ether 1:1). Reactants: C(C)(=O)[O-].[Na+] (sodium acetate), FC1=CC=C(C=C1)N1C(=CC=C1C1=CC=C(C=C1)S(=O)(=O)C)C (1-(4-fluorophenyl)-2-methyl-5-[4-(methylsulfonyl)phenyl)-1H-pyrrole), CN(C=O)C (dimethylformamide), P(=O)(Cl)(Cl)Cl (phosphorous oxychloride). Run in C1(=CC=CC=C1)C (toluene). Run at temperature 70 celsius, time 20 minute. The product is FC1=CC=C(C=C1)N1C(=C(C=C1C1=CC=C(C=C1)S(=O)(=O)C)C=O)C (1-(4-fluorophenyl)-2-methyl-5-[4-(methylsulfonyl)phenyl]-1H-pyrrole-3-carboxaldehyde). Yield: 71.3%. RXN SMILES: [F:1][C:2]1[CH:7]=[CH:6][C:5]([N:8]2[C:12]([C:13]3[CH:18]=[CH:17][C:16]([S:19]([CH3:22])(=[O:21])=[O:20])=[CH:15][CH:14]=3)=[CH:11][CH:10]=[C:9]2[CH3:23])=[CH:4][CH:3]=1.CN(C)[CH:26]=[O:27].P(Cl)(Cl)(Cl)=O.C([O-])(=O)C.[Na+]>C1(C)C=CC=CC=1>[F:1][C:2]1[CH:3]=[CH:4][C:5]([N:8]2[C:12]([C:13]3[CH:18]=[CH:17][C:16]([S:19]([CH3:22])(=[O:21])=[O:20])=[CH:15][CH:14]=3)=[CH:11][C:10]([CH:26]=[O:27])=[C:9]2[CH3:23])=[CH:6][CH:7]=1 |f:3.4|. Procedure: To a solution of 1-(4-fluorophenyl)-2-methyl-5-[4-(methylsulfonyl)phenyl]-1H-pyrrole (Example 1) (1.55 g, 4.71 mmol) in dimethylformamide (3.65 ml, 47 mmol) and toluene (20 ml), phosphorous oxychloride (3.5 ml, 37.7 mmol) was added. After stirring for 20 minutes, the reaction mixture was heated at 70° C. for 5 hours. The reaction mixture was cooled, poured into aqueous sodium acetate solution and extracted with ethyl acetate. The organic fractions were washed with 10% aqueous potassium carbonate... Reactants: Cc1c(Cc2ccc(B3OC(C)(C)C(C)(C)O3)cc2)c(OC(F)F)nc2c(Cl)ccc(OCC(=O)OC(C)(C)C)c12, c1n[nH]cc1C1CC1. The product is Cc1c(Cc2ccc(-n3cc(C4CC4)cn3)cc2)c(OC(F)F)nc2c(Cl)ccc(OCC(=O)OC(C)(C)C)c12. As a reaction SMILES: [C:1]([CH3:2])([CH3:3])([CH3:4])[O:5][C:6]([CH2:7][O:8][c:9]1[c:10]2[c:11]([CH3:40])[c:12]([CH2:24][c:25]3[cH:26][cH:27][c:28]([B:31]4[O:32][C:33]([CH3:34])([CH3:35])[C:36]([CH3:37])([CH3:38])[O:39]4)[cH:29][cH:30]3)[c:13]([O:20][CH:21]([F:22])[F:23])[n:14][c:15]2[c:16]([Cl:19])[cH:17][cH:18]1)=[O:41].[CH:42]1([c:45]2[cH:46][n:47][nH:48][cH:49]2)[CH2:43][CH2:44]1>>[C:1]([CH3:2])([CH3:3])([CH3:4])[O:5][C:6]([CH2:7][O:8][c:9]1[c:10]2[c:11]([CH3:40])[c:12]([CH2:24][c:25]3[cH:26][cH:27][c:28](-[n:47]4[cH:46][c:45]([CH:42]5[CH2:43][CH2:44]5)[cH:49][n:48]4)[cH:29][cH:30]3)[c:13]([O:20][CH:21]([F:22])[F:23])[n:14][c:15]2[c:16]([Cl:19])[cH:17][cH:18]1)=[O:41]. The reactants are N1C(=NC=C1)NC(=O)C1=CC(=CC=2NC(=NC21)NC(=O)C=2N=CC1=CC=CC=C1C2)[N+](=O)[O-] (isoquinoline-3-carboxylic acid [4-(1H-imidazol-2-ylcarbamoyl)-6-nitro-1H-benzoimidazol-2-yl]-amide). The reagents and catalysts are [Pd] (Pd on carbon). Run in CN(C)C=O (DMF), C(C)(=O)O (acetic acid). Conditions: time 3 hour. The product is NC=1C=C(C2=C(NC(=N2)NC(=O)C=2N=CC3=CC=CC=C3C2)C1)C(NC=1NC=CN1)=O (isoquinoline-3-carboxylic acid [6-amino-4-(1H-imidazol-2-ylcarbamoyl)-1H-benzoimidazol-2-yl]-amide). The yield is 103.1%. As a reaction SMILES: [NH:1]1[CH:5]=[CH:4][N:3]=[C:2]1[NH:6][C:7]([C:9]1[C:17]2[N:16]=[C:15]([NH:18][C:19]([C:21]3[N:22]=[CH:23][C:24]4[C:29]([CH:30]=3)=[CH:28][CH:27]=[CH:26][CH:25]=4)=[O:20])[NH:14][C:13]=2[CH:12]=[C:11]([N+:31]([O-])=O)[CH:10]=1)=[O:8]>CN(C=O)C.C(O)(=O)C.[Pd]>[NH2:31][C:11]1[CH:10]=[C:9]([C:7](=[O:8])[NH:6][C:2]2[NH:3][CH:4]=[CH:5][N:1]=2)[C:17]2[N:16]=[C:15]([NH:18][C:19]([C:21]3[N:22]=[CH:23][C:24]4[C:29]([CH:30]=3)=[CH:28][CH:27]=[CH:26][CH:25]=4)=[O:20])[NH:14][C:13]=2[CH:12]=1. Procedure details: 0.1 g (0.2 mmol) of isoquinoline-3-carboxylic acid [4-(1H-imidazol-2-ylcarbamoyl)-6-nitro-1H-benzoimidazol-2-yl]-amide (Example 129) was suspended in a mixture of 2 mL of DMF and 5 mL of acetic acid. To this stirring solution, ˜20 mg of 10% Pd on carbon was added, and the resulting mixture was hydrogenated at 42 psi of H2 at room temperature for 3.0 h. The reaction mixture was filtered, and the solid was washed with 5 mL of DMF. The filtrate and washings were combined and evaporated to reduce th...